From a dataset of the Open Reaction Database (ORD), a public repository of structured organic reaction records. describe an organic reaction: reactants, conditions, products, and yield The reactants are [BH4-].[Na+] (Sodium borohydride), C(=O)C1CCSC=2NC3=CC=CC=C3C21 (4-Formyl-2,3,4,9-tetrahydrothiopyrano[2,3-b]indole), solution, CN (methylamine). Run in CO (methanol), CO (methanol). Reaction conditions: time 1 hour. Product: CNCC1CCSC=2NC3=CC=CC=C3C21 (4-Methylaminomethyl-2,3,4,9-tetrahydrothiopyrano[2,3-b]indole). The yield is 90.0%. As a reaction SMILES: [CH:1]([CH:3]1[C:15]2[C:14]3[C:9](=[CH:10][CH:11]=[CH:12][CH:13]=3)[NH:8][C:7]=2[S:6][CH2:5][CH2:4]1)=O.[CH3:16][NH2:17].[BH4-].[Na+]>CO>[CH3:16][NH:17][CH2:1][CH:3]1[C:15]2[C:14]3[C:9](=[CH:10][CH:11]=[CH:12][CH:13]=3)[NH:8][C:7]=2[S:6][CH2:5][CH2:4]1 |f:2.3|. Procedure: To a solution of the product of the above (2) (2.17 g) in absolute methanol (10 ml) is added a 30% solution (2.2 ml) of methylamine in methanol. The mixture is stirred at room temperature for 1 hour. Sodium borohydride (380 mg) is added to the filtrate. The mixture is stirred at room temperature for 2 hours and evaporated to remove the solvent. The residue is acidified with 2 N hydrochloric acid after addition of water. The solution is extracted with chloroform to remove neutral impurities. The ...